This data is from the Open Reaction Database (ORD), a public repository of structured organic reaction records. The task is: describe an organic reaction: reactants, conditions, products, and yield Reactants: Cl (hydrochloride), CN1[C@@H](C[C@H](C1)CC)COC=1C=NC=CC1 (3-((trans-1-methyl-4-ethyl-2(S)-pyrrolidinyl)methoxy)pyridine), Cl (HCl), CO (MeOH), N (NH3). The solvent is CCOCC (ether), C(C)OCC (diethyl ether). Yields the product Cl.Cl.CN1[C@@H](C[C@H](C1)CC)COC=1C=NC=CC1 (3-((trans-1-methyl-4-ethyl-2(S)-pyrrolidinyl)methoxy)pyridine dihydrochloride). The yield is 56.0%. As a reaction SMILES: [ClH:1].[CH3:2][N:3]1[CH2:7][C@H:6]([CH2:8][CH3:9])[CH2:5][C@H:4]1[CH2:10][O:11][C:12]1[CH:13]=[N:14][CH:15]=[CH:16][CH:17]=1.N.CO>CCOCC>[ClH:1].[ClH:1].[CH3:2][N:3]1[CH2:7][C@H:6]([CH2:8][CH3:9])[CH2:5][C@H:4]1[CH2:10][O:11][C:12]1[CH:13]=[N:14][CH:15]=[CH:16][CH:17]=1 |f:5.6.7|. Procedure: A solution of hydrochloride in ether was added dropwise to a stirred solution of compound 25b (55 mg, 0.27 mmol) in diethyl ether at room temperature. The resultant white precipitate was then collected by centrifugation and triturated with three portions of diethyl ether. The hygroscopic solid was obtained in 56% yield (42 mg). mp 219-220° C. MS m/e (DCI/NH3): 221 (M+H+). 1H NMR (D2O, 300 MHz) δ: 8.45 (d, J=2.6 Hz, 1H), 8.36 (d, J=5.1 Hz, 1H), 7.91 (m, 1H), 7.76 (dd, J=5.2, 8.8 Hz, 1H), 4.59 (dd... Starting materials: formula VI, C(CC)C1OC2=C(C=CC(=C2)C(F)(F)F)C=2OC=C(C(C21)=O)C=O (5-propyl-8-trifluoromethyl-4-oxo-4H,5H-[1]benzopyrano[4,3-b]pyran-3-carboxaldehyde), C(CCC)C=1C=CC2=C(C1)C=1OC=C(C(C1CS2)=O)C=O (9-butyl-4-oxo-4H,5H-[1]benzothiopyrano[4,3-b]pyran-3-carboxaldehyde), C(CCC)OC1=CC2=C(C=C1)C=1OC=C(C(C1CS2)=O)C=O (8-butoxy-4-oxo-4H,5H-[1]benzothiopyrano[4,3-b]pyran-3-carboxaldehyde), CC1SC2=C(C=CC=C2)C=2OC=C(C(C21)=O)C=O (5-methyl-4-oxo-4H,5H-[1]benzothiopyrano[4,3-b]pyran-3-carboxaldehyde), C(CCC)C1OC2=C(C=C(C=C2)CCCCCC)C=2OC=C(C(C21)=O)C=O (5-butyl-9-hexyl-4-oxo-4H,5H-[1]benzopyrano[4,3-b]pyran-3-carboxaldehyde), [N+](=O)([O-])C1=CC2=C(C=C1)C=1[O+](C=C(C(C1CS2)=O)C=O)[O-] (8-nitro-4-oxo-4H,5H-[1]benzothiopyrano[4,3-b]pyran-3-carboxaldehyde-1 -oxide), BrC1=CC=CC2=C1SC(C1=C2OC=C(C1=O)C=O)C(C)C (7-bromo-5-(1-methylethyl)-4-oxo-4H,5H-[1]benzothiopyrano[4,3-b]pyran-3-carboxaldehyde), 10-ethoxy-5-methyl-4-oxo-4H,5H-[1]benzothiopyrano[4,3-b]pyran-3-carboxaldehyde-1,1-dioxide, C(C)C1OC2=C(C=CC=C2C)C=2OC=C(C(C21)=O)C=O (5-ethyl-7-methyl-4-oxo-4H,5H-[1]benzopyrano[4,3-b]pyran-3-carboxaldehyde), O=C1C2=C(OC=C1C=O)C1=C(SC2)C=CC=C1 (4-oxo-4H,5H-[1]benzothiopyrano[4,3-b]pyran-3-carboxaldehyde), CC(CC)C=1C=CC2=C(C1)C=1OC=C(C(C1CS2)=O)C=O (9-(1-methylpropyl)-4-oxo-4H,5H-[1]benzothiopyrano[4,3-b]pyran-3-carboxaldehyde), 6-chloro-4-oxo-4H,5H-[1]benzopyrano[4,3-b]pyran-3-carboxaldehyde. The product is O=C1C2=C(OC=C1C=O)C1=C(OC2)C=CC=C1 (4-Oxo-4H,5H-[1]-benzopyrano[4,3-b]pyran-3-carboxaldehyde). Reaction SMILES: [O:1]=[C:2]1[C:7]([CH:8]=[O:9])=[CH:6][O:5][C:4]2[C:10]3[CH:17]=[CH:16][CH:15]=[CH:14][C:11]=3S[CH2:13][C:3]1=2.CC(C1C=CC2SCC3C(=O)C(C=O)=C[O:29]C=3C=2C=1)CC.C(C1C=CC2SCC3C(=O)C(C=O)=COC=3C=2C=1)CCC.CC1C2C(=O)C(C=O)=COC=2C2C=CC=CC=2S1.C(C1C2C(=O)C(C=O)=COC=2C2C=CC=C(C)C=2O1)C.[N+](C1C=CC2C3[O+]([O-])C=C(C=O)C(=O)C=3CSC=2C=1)([O-])=O.C(OC1C2C3[O+](=O)([O-])C=C(C=O)C(=O)C=3C(C)SC=2C=CC=1)C.C(C1C2C(=O)C(C=O)=COC=2C2C=CC(C(F)(F)F)=CC=2O1)CC.BrC1C2SC(C(C)C)C3C(=O)C(C=O)=COC=3C=2C=CC=1.C(OC1C=CC2C3OC=C(C=O)C(=O)C=3CSC=2C=1)CCC.C(C1C2C(=O)C(C=O)=COC=2C2C=C(CCCCCC)C=CC=2O1)CCC>>[O:1]=[C:2]1[C:7]([CH:8]=[O:9])=[CH:6][O:5][C:4]2[C:10]3[CH:17]=[CH:16][CH:15]=[CH:14][C:11]=3[O:29][CH2:13][C:3]1=2. Procedure: In the same manner but replacing 3-acetyl-4-thiochromanone boron difluoride complex with an equivalent amount of another compound of formula V described in Example 1, the following compounds of formula VI are obtained respectively: 4-oxo-4H,5H-[1]benzothiopyrano[4,3-b]pyran-3-carboxaldehyde, mp 141°-143° C., 9-(1-methylpropyl)-4-oxo-4H,5H-[1]benzothiopyrano[4,3-b]pyran-3-carboxaldehyde, mp 94°-96° C., 9-butyl-4-oxo-4H,5H-[1]benzothiopyrano[4,3-b]pyran-3-carboxaldehyde, mp 103°-105° C., 5-methyl-... The reactants are C(C)(=O)O[BH-](OC(C)=O)OC(C)=O.[Na+] (Sodium triacetoxyborohydride), C(C)OC(=O)C1CCN(CC1)C(C1=CC(=CC=C1)[C@H](C1=CC(=CC=C1)O)N1[C@H](CN[C@@H](C1)C)C)=O (1-{3-[(R)-((2S,5R)-2,5-dimethyl-piperazin-1-yl)-(3-hydroxy-phenyl)-methyl]-benzoyl}-piperidine-4-carboxylic acid ethyl ester), FC=1C=C(C=O)C=CC1 (3-fluorobenzaldehyde), C(C)(=O)O (acetic acid). Solvent: CN(C=O)C (dimethylformamide). Conditions: time 2 hour. Product: C(C)OC(=O)C1CCN(CC1)C(C1=CC(=CC=C1)[C@H](C1=CC(=CC=C1)O)N1[C@H](CN([C@@H](C1)C)CC1=CC(=CC=C1)F)C)=O (1-{3-[(R)-[(2S,5R)-4-(3-fluoro-benzyl)-2,5-dimethyl-piperazin-1-yl]-(3-hydroxy-phenyl)-methyl]-benzoyl}-piperidine-4-carboxylic acid ethyl ester). RXN SMILES: C(O[BH-](OC(=O)C)OC(=O)C)(=O)C.[Na+].[CH2:15]([O:17][C:18]([CH:20]1[CH2:25][CH2:24][N:23]([C:26](=[O:49])[C:27]2[CH:32]=[CH:31][CH:30]=[C:29]([C@@H:33]([N:41]3[CH2:46][C@@H:45]([CH3:47])[NH:44][CH2:43][C@@H:42]3[CH3:48])[C:34]3[CH:39]=[CH:38][CH:37]=[C:36]([OH:40])[CH:35]=3)[CH:28]=2)[CH2:22][CH2:21]1)=[O:19])[CH3:16].[F:50][C:51]1[CH:52]=[C:53]([CH:56]=[CH:57][CH:58]=1)[CH:54]=O.C(O)(=O)C>CN(C)C=O>[CH2:15]([O:17][C:18]([CH:20]1[CH2:25][CH2:24][N:23]([C:26](=[O:49])[C:27]2[CH:32]=[CH:31][CH:30]=[C:29]([C@@H:33]([N:41]3[CH2:46][C@@H:45]([CH3:47])[N:44]([CH2:54][C:53]4[CH:56]=[CH:57][CH:58]=[C:51]([F:50])[CH:52]=4)[CH2:43][C@@H:42]3[CH3:48])[C:34]3[CH:39]=[CH:38][CH:37]=[C:36]([OH:40])[CH:35]=3)[CH:28]=2)[CH2:22][CH2:21]1)=[O:19])[CH3:16] |f:0.1|. Procedure: Sodium triacetoxyborohydride (1.012 g) was added to a mixture of 1-{3-[(R)-((2S,5R)-2,5-dimethyl-piperazin-1-yl)-(3-hydroxy-phenyl)-methyl]-benzoyl}-piperidine-4-carboxylic acid ethyl ester (916 mg, Example 121), 3-fluorobenzaldehyde (474 mg) and acetic acid (229.4 mg) in dimethylformamide (15 mL). The reaction was stirred under nitrogen at room temperature for 2 hours. The reaction was quenched by the addition of saturated NH4Cl solution (2 mL), followed by the addition of H2O (10 mL). The resu... Reactants: HClO4, B3, CN(C)C=1C=CC(=CC1)C(=C2C=CC(=[N+](C)C)C=C2)C=3C=CC(=CC3)N(C)C.[Cl-] (methyl violet), Cl (hydrochloric acid), [OH-].[Na+] (sodium hydroxide), [OH-].[Na+] (sodium hydroxide), epoxide, epoxide, CCCCOCCOCCOCCO (Butoxytriglycol), C(Cl)C1CO1 (epichlorohydrin), B4, C(CCCCCCCCCCCC)O (tridecyl alcohol), polyethylene glycol. Reagents/catalysts: [Br-].C(C)[N+](CC)(CC)CC (tetraethylammonium bromide). Solvent: C(C)(=O)O (acetic acid), CCOCC (ether), O (water), C(C)(=O)O (acetic acid), C1(=CC=CC=C1)C (toluene). Product: CCCCOCCOCCOCCO.O (BTG H2O). As a reaction SMILES: C([OH:14])CCCCCCCCCCCC.[OH-].[Na+].C(C1OC1)Cl.CN(C1C=CC(C(C2C=CC(N(C)C)=CC=2)=C2C=CC(=[N+](C)C)C=C2)=CC=1)C.[Cl-].Cl.[CH3:52][CH2:53][CH2:54][CH2:55][O:56][CH2:57][CH2:58][O:59][CH2:60][CH2:61][O:62][CH2:63][CH2:64][OH:65]>[Br-].C([N+](CC)(CC)CC)C.C(O)(=O)C.O.C1(C)C=CC=CC=1.CCOCC>[CH3:52][CH2:53][CH2:54][CH2:55][O:56][CH2:57][CH2:58][O:59][CH2:60][CH2:61][O:62][CH2:63][CH2:64][OH:65].[OH2:14] |f:1.2,4.5,8.9,14.15|. Reported procedure: This example illustrates the production of a compound of formula I wherein B3 and B4 are ether linkages. To a round bottom flask equipped with a stirrer, nitrogen inlet tube, and a distillation head, were added 70 millimoles of tridecyl alcohol ethoxylate (nominal 100 ethyleneoxy units per mole of ethoxylate), 30 millimoles of polyethylene glycol having a molecular weight of about 8,000 grams/mole and 400 grams of toluene. To this mixture was added 140 millimoles of sodium hydroxide (as an aqueo... The reactants are O=C(Cl)OCC(Cl)(Cl)Cl, C1CCOC1, c1ccncc1, Nc1cccnn1. Product: O=C(Nc1cccnn1)OCC(Cl)(Cl)Cl. Reaction SMILES: [Cl:14][C:15](=[O:16])[O:17][CH2:18][C:19]([Cl:20])([Cl:21])[Cl:22].[O:23]1[CH2:24][CH2:25][CH2:26][CH2:27]1.[cH:8]1[cH:9][cH:10][n:11][cH:12][cH:13]1.[n:1]1[n:2][c:3]([NH2:7])[cH:4][cH:5][cH:6]1>>[n:1]1[n:2][c:3]([NH:7][C:15](=[O:16])[O:17][CH2:18][C:19]([Cl:20])([Cl:21])[Cl:22])[cH:4][cH:5][cH:6]1. The reactants are CCCCCCCCCCCCCCCCCCOCCCN(C)C, CCl, CC(C)O. The product is CCCCCCCCCCCCCCCCCCOCCC[N+](C)(C)C, [Cl-]. Reaction SMILES: [CH3:1][N:2]([CH3:3])[CH2:4][CH2:5][CH2:6][O:7][CH2:8][CH2:9][CH2:10][CH2:11][CH2:12][CH2:13][CH2:14][CH2:15][CH2:16][CH2:17][CH2:18][CH2:19][CH2:20][CH2:21][CH2:22][CH2:23][CH2:24][CH3:25].[CH3:26][Cl:27].[CH:28]([OH:29])([CH3:30])[CH3:31]>>[CH3:1][N+:2]([CH3:3])([CH2:4][CH2:5][CH2:6][O:7][CH2:8][CH2:9][CH2:10][CH2:11][CH2:12][CH2:13][CH2:14][CH2:15][CH2:16][CH2:17][CH2:18][CH2:19][CH2:20][CH2:21][CH2:22][CH2:23][CH2:24][CH3:25])[CH3:26].[Cl-:27]. Starting materials: CO (methanol), OCCOCN1C(=O)N=C(N)C(=C1)I (1-(2-HYDROXYETHOXYMETHYL)5-IODOCYTOSINE), C(C#C)NC(C(F)(F)F)=O (N-PROPARGYLTRIFLUOROACETAMIDE). Solvent: ClCCl (dichlormethane). Product: OCCOCN1C(=O)N=C(N)C(=C1)C#CCNC(C(F)(F)F)=O (1-(2-HYDROXYETHOXYMETHYL)-5-(3-TRIFLUOROACETAMIDO-1-PROPYNYL)CYTOSINE). Isolated yield 23.0%. Reaction SMILES: [OH:1][CH2:2][CH2:3][O:4][CH2:5][N:6]1[CH:13]=[C:12](I)[C:10]([NH2:11])=[N:9][C:7]1=[O:8].[CH2:15]([NH:18][C:19](=[O:24])[C:20]([F:23])([F:22])[F:21])[C:16]#[CH:17].CO>ClCCl>[OH:1][CH2:2][CH2:3][O:4][CH2:5][N:6]1[CH:13]=[C:12]([C:17]#[C:16][CH2:15][NH:18][C:19](=[O:24])[C:20]([F:23])([F:22])[F:21])[C:10]([NH2:11])=[N:9][C:7]1=[O:8]. Procedure details: Iodide 68 (311 mg, 1.00 mmol) was coupled to N-propargyltrifluoroacetamide (43) according to the general procedure described in EXAMPLE 1C. Flash chromatography on silica gel (3×20 cm) with 5%, 10% and 20% methanol in dichlormethane afforded alkynylamino nucleotide 69 as a pale yellow foam (77.4 mg, 23%). Conditions: temperature 60 celsius, time 5 minute. Procedure: To a solution of phosphorus oxychloride (1.69 ml, 18.15 mmoles) in 50 ml of acetonitrile cooled in an ice bath was added 3-dimethylaminoacrolein (1.68 ml, 16.75 mmoles) dropwise over 3 minutes. The mixture was stirred for 5 minutes and a solution of 7.9-di-(4-fluorophenyl)-spiro[4.5]-deca-6,8-diene (4.5 g, 13.96 mmoles) in 150 ml of warm acetonitrile was added dropwise over 30 minutes. The mixture was stirred at room temperature for 16 hours and was then heated in an oil bath at 60° C. for 6 hou... Reaction SMILES: P(Cl)(Cl)(Cl)=O.CN(C)[CH:8]=[CH:9][CH:10]=[O:11].[F:13][C:14]1[CH:19]=[CH:18][C:17]([C:20]2[CH:29]=[C:28]([C:30]3[CH:35]=[CH:34][C:33]([F:36])=[CH:32][CH:31]=3)[CH2:27][C:22]3([CH2:26][CH2:25][CH2:24][CH2:23]3)[CH:21]=2)=[CH:16][CH:15]=1.[OH-].[Na+]>C(#N)C>[F:13][C:14]1[CH:19]=[CH:18][C:17]([C:20]2[CH:29]=[C:28]([C:30]3[CH:31]=[CH:32][C:33]([F:36])=[CH:34][CH:35]=3)[CH2:27][C:22]3([CH2:23][CH2:24][CH2:25][CH2:26]3)[C:21]=2/[CH:8]=[CH:9]/[CH:10]=[O:11])=[CH:16][CH:15]=1 |f:3.4|. Product: FC1=CC=C(C=C1)C1=C(C2(CCCC2)CC(=C1)C1=CC=C(C=C1)F)/C=C/C=O ((E)-3-[7,9-di-(4-fluorophenyl)spiro[4.5]deca-6,8-dien-6-yl]2-propenaldehyde). Solvent: C(C)#N (acetonitrile), C(C)#N (acetonitrile). Reactants: FC1=CC=C(C=C1)C1=CC2(CCCC2)CC(=C1)C1=CC=C(C=C1)F (7.9-di-(4-fluorophenyl)-spiro[4.5]-deca-6,8-diene), [OH-].[Na+] (sodium hydroxide), P(=O)(Cl)(Cl)Cl (phosphorus oxychloride), CN(C=CC=O)C (3-dimethylaminoacrolein).